This data is from the Open Reaction Database (ORD), a public repository of structured organic reaction records. The task is: describe an organic reaction: reactants, conditions, products, and yield The reactants are ClC=1C=C(OC2CCNCC2)C=CC1Cl (4-(3,4-dichlorophenoxy)-piperidine), [OH-].[Na+] (NaOH), CC1=CC=C(C=C1)S(=O)(=O)NC(C=C)=O (4-Methyl-N-(1-oxo-2-propenyl)-benzenesulfonamide). The solvent is C1CCOC1 (THF). Conditions: time 72 hour. The product is ClC=1C=C(OC2CCN(CC2)CCC(=O)NS(=O)(=O)C2=CC=C(C=C2)C)C=CC1Cl (N-[3-[4-(3,4-dichlorophenoxy)-1-piperidinyl]-1-oxopropyl]4-methyl-benzenesulfonamide). Isolated yield 17.4%. As a reaction SMILES: [CH3:1][C:2]1[CH:7]=[CH:6][C:5]([S:8]([NH:11][C:12](=[O:15])[CH:13]=[CH2:14])(=[O:10])=[O:9])=[CH:4][CH:3]=1.[Cl:16][C:17]1[CH:18]=[C:19]([CH:27]=[CH:28][C:29]=1[Cl:30])[O:20][CH:21]1[CH2:26][CH2:25][NH:24][CH2:23][CH2:22]1.[OH-].[Na+]>C1COCC1>[Cl:16][C:17]1[CH:18]=[C:19]([CH:27]=[CH:28][C:29]=1[Cl:30])[O:20][CH:21]1[CH2:26][CH2:25][N:24]([CH2:14][CH2:13][C:12]([NH:11][S:8]([C:5]2[CH:6]=[CH:7][C:2]([CH3:1])=[CH:3][CH:4]=2)(=[O:10])=[O:9])=[O:15])[CH2:23][CH2:22]1 |f:2.3|. Procedure details: 4-Methyl-N-(1-oxo-2-propenyl)-benzenesulfonamide (0.140 g) was dissolved in THF (10 mL) and 4-(3,4-dichlorophenoxy)-piperidine (0.120 g) and NaOH (0.080 g) were added. The reaction mixture was stirred for 72 h. The solvents were evaporated. The residue was purified by HPLC (gradient Ammonium acetate/Acetonitrile 95% to 5%; Xterra column) to give the title compound (40 mg) The reactants are Cl (HCl), C([O-])([O-])=O.[Cs+].[Cs+] (Cesium carbonate), S1C(=CC=C1C(=O)O)C(=O)O (2,5-thiophenedicarboxylic acid), C1OC=2C=C(CCl)C=CC2O1 (3,4-methylenedioxybenzyl chloride), ClCCl (dichloromethane). The solvent is O (water), CN(C=O)C (dimethylformamide). Reaction conditions: time 5 minute. Product: O1COC2=C1C=CC(=C2)C(C2=CC1=C(OCO1)C=C2)OC(=O)C=2SC(=CC2)C(=O)O (thiophene-2,5-dicarboxylic acid di-1,3-benzodioxol-5-ylmethyl ester). Reaction SMILES: [C:1](=[O:4])([O-:3])[O-].[Cs+].[Cs+].[S:7]1[C:11]([C:12]([OH:14])=[O:13])=[CH:10][CH:9]=[C:8]1[C:15]([OH:17])=[O:16].[CH2:18]1[O:28][C:27]2[CH:26]=[CH:25][C:22]([CH2:23]Cl)=[CH:21][C:20]=2[O:19]1.ClCCl.Cl>CN(C)C=O.O>[O:3]1[C:27]2[CH:26]=[CH:25][C:22]([CH:23]([O:16][C:15]([C:8]3[S:7][C:11]([C:12]([OH:14])=[O:13])=[CH:10][CH:9]=3)=[O:17])[C:22]3[CH:25]=[CH:26][C:27]4[O:28][CH2:18][O:19][C:20]=4[CH:21]=3)=[CH:21][C:20]=2[O:4][CH2:1]1 |f:0.1.2|. Reported procedure: Cesium carbonate (4.7 g, 14.4 mmol) was added to a stirred solution of 2,5-thiophenedicarboxylic acid in dimethylformamide (35 mL) under an inert atmosphere at room temperature. After 5 minutes, a solution of 3,4-methylenedioxybenzyl chloride in dichloromethane (3.7 mL, 14.3 mmol) was added. After 24 hours the mixture was stirred into water (150 mL) and acidified with dilute aqueous HCl. After several hours, the precipitate was filtered off, rinsed with water, and dried to afford 0.6 g of thioph... Reactants: COc1cccc(Cc2ncc(CC#N)c3cc(OC)c(OC)cc23)c1, CCOC(C)=O, O=[Se]=O. Yields the product COc1cccc(C(=O)c2ncc(CC#N)c3cc(OC)c(OC)cc23)c1. Reaction SMILES: [CH3:1][O:2][c:3]1[cH:4][c:5]([CH2:6][c:7]2[n:8][cH:9][c:10]([CH2:21][C:22]#[N:23])[c:11]3[cH:12][c:13]([O:19][CH3:20])[c:14]([O:17][CH3:18])[cH:15][c:16]23)[cH:24][cH:25][cH:26]1.[CH3:30][CH2:31][O:32][C:33](=[O:34])[CH3:35].[Se:27](=[O:28])=[O:29]>>[CH3:1][O:2][c:3]1[cH:4][c:5]([C:6]([c:7]2[n:8][cH:9][c:10]([CH2:21][C:22]#[N:23])[c:11]3[cH:12][c:13]([O:19][CH3:20])[c:14]([O:17][CH3:18])[cH:15][c:16]23)=[O:28])[cH:24][cH:25][cH:26]1. Reactants: C(CC)P1(OP(OP(O1)(=O)CCC)(=O)CCC)=O (T3P), solution, CC1CCCO1 (2-MeTHF), C[O-].[Na+].CO (NaOMe MeOH), N1=CC=CC=C1 (Pyridine), O=C1C(=CNC2=CC=CC=C12)C(=O)O (4-Oxo-1,4-dihydroquinoline-3-carboxylic acid), C(OC1=C(C=C(C(=C1)N)C(C)(C)C)C(C)(C)C)(OC)=O (5-amino-2,4-di-tert-butylphenyl methyl carbonate), CC1CCCO1 (2-MeTHF), CC1CCCO1 (2-MeTHF). Reaction conditions: time 8 hour. The product is C(C)(C)(C)C1=C(C=C(C(=C1)C(C)(C)C)O)NC(=O)C1=CNC2=CC=CC=C2C1=O (N-(2,4-di-tert-butyl-5-hydroxyphenyl)-4-oxo-1,4-dihydroquinoline-3-carboxamide). RXN SMILES: [O:1]=[C:2]1[C:11]2[C:6](=[CH:7][CH:8]=[CH:9][CH:10]=2)[NH:5][CH:4]=[C:3]1[C:12]([OH:14])=O.C(=O)(OC)[O:16][C:17]1[CH:22]=[C:21]([NH2:23])[C:20]([C:24]([CH3:27])([CH3:26])[CH3:25])=[CH:19][C:18]=1[C:28]([CH3:31])([CH3:30])[CH3:29].CC1OCCC1.C(P1(=O)OP(CCC)(=O)OP(CCC)(=O)O1)CC.N1C=CC=CC=1.C[O-].[Na+].CO>>[C:24]([C:20]1[CH:19]=[C:18]([C:28]([CH3:31])([CH3:30])[CH3:29])[C:17]([OH:16])=[CH:22][C:21]=1[NH:23][C:12]([C:3]1[C:2](=[O:1])[C:11]2[C:6](=[CH:7][CH:8]=[CH:9][CH:10]=2)[NH:5][CH:4]=1)=[O:14])([CH3:27])([CH3:25])[CH3:26] |f:5.6.7|. Reported procedure: 4-Oxo-1,4-dihydroquinoline-3-carboxylic acid, 26, (1.0 eq) and 5-amino-2,4-di-tert-butylphenyl methyl carbonate, 32, (1.1 eq) were charged to a reactor. 2-MeTHF (4.0 vol, relative to the acid) was added followed by T3P® 50% solution in 2-MeTHF (1.7 eq). The T3P charged vessel was washed with 2-MeTHF (0.6 vol). Pyridine (2.0 eq) was then added, and the resulting suspension was heated to 47.5+/−5.0° C. and held at this temperature for 8 hours. A sample was taken and checked for completion by HPLC.... Starting materials: C1(CCC1)C1=CC(=C(C(=O)N2CCC(CC2)C2=CC=C(C#N)C=C2)C=C1C1=NC2=C(CNCC2)N1)C (4-(1-(4-cyclobutyl-2-methyl-5-(4,5,6,7-tetrahydro-3H-imidazo[4,5-c]pyridin-2-yl)benzoyl)piperidin-4-yl)benzonitrile), C(=O)(OC)OC(=O)OC (dimethyl dicarbonate), CCN(C(C)C)C(C)C (DIEA). Run in CN(C=O)C (N,N-dimethylformamide). Reaction conditions: temperature 25 celsius, time 8 hour. Product: C1(CCC1)C1=CC(=C(C(=O)N2CCC(CC2)C2=CC=C(C#N)C=C2)C=C1C1=NC2=C(CN(CC2)C)N1)C (4-(1-(4-Cyclobutyl-2-methyl-5-(5-methyl-4,5,6,7-tetrahydro-3H-imidazo[4,5-c]pyridin-2-yl)benzoyl)piperidin-4-yl)benzonitrile). Isolated yield 20.2%. Reaction SMILES: [CH:1]1([C:5]2[C:26]([C:27]3[NH:35][C:30]4[CH2:31][NH:32][CH2:33][CH2:34][C:29]=4[N:28]=3)=[CH:25][C:8]([C:9]([N:11]3[CH2:16][CH2:15][CH:14]([C:17]4[CH:24]=[CH:23][C:20]([C:21]#[N:22])=[CH:19][CH:18]=4)[CH2:13][CH2:12]3)=[O:10])=[C:7]([CH3:36])[CH:6]=2)[CH2:4][CH2:3][CH2:2]1.[C:37](OC(OC)=O)(OC)=O.CCN(C(C)C)C(C)C>CN(C)C=O>[CH:1]1([C:5]2[C:26]([C:27]3[NH:35][C:30]4[CH2:31][N:32]([CH3:37])[CH2:33][CH2:34][C:29]=4[N:28]=3)=[CH:25][C:8]([C:9]([N:11]3[CH2:12][CH2:13][CH:14]([C:17]4[CH:24]=[CH:23][C:20]([C:21]#[N:22])=[CH:19][CH:18]=4)[CH2:15][CH2:16]3)=[O:10])=[C:7]([CH3:36])[CH:6]=2)[CH2:2][CH2:3][CH2:4]1. Procedure details: To a solution of 4-(1-(4-cyclobutyl-2-methyl-5-(4,5,6,7-tetrahydro-3H-imidazo[4,5-c]pyridin-2-yl)benzoyl)piperidin-4-yl)benzonitrile (406.3, 180 mg, 0.300 mmol, 1.00 equiv, 80%) in N,N-dimethylformamide (5 mL) were added dimethyl dicarbonate (176 mg, 1.31 mmol, 5.00 equiv) and DIEA (169 mg, 1.31 mmol, 5.00 equiv). The resulting solution was stirred overnight at 25° C. and then quenched with 20 mL of methanol. The resulting mixture was concentrated under reduced pressure and the crude product was...